This data is from the Open Reaction Database (ORD), a public repository of structured organic reaction records. The task is: describe an organic reaction: reactants, conditions, products, and yield Starting materials: C(CCC)[Li] (n-butyl lithium), [Na+].C(C1=CC=CC=C1)(=O)CCC(=O)[O-] (3-benzoylpropionic acid sodium salt), [H-].[Na+] (NaH), crude product, C(CC(=O)C)(=O)OC (methyl acetoacetate), [H-].[Na+] (NaH), acid. Run in O1CCCC1 (tetrahydrofuran), CCCCCC (hexane), O1CCCC1 (tetrahydrofuran), O1CCCC1 (tetrahydrofuran), CCCCCC (hexane). Product: OC=1CC(OC(C1)=O)(C1=CC=CC=C1)CCC(=O)O (3-(3,6-Dihydro-4-hydroxy-6-oxo-2-phenyl-2H-pyran-2-yl)propanoic acid), [Na+].C(C1=CC=CC=C1)(=O)CCC(=O)[O-] (3-Benzoylpropionic acid sodium salt). As a reaction SMILES: [C:1](OC)(=[O:6])[CH2:2][C:3]([CH3:5])=[O:4].[H-].[Na+:10].C([Li])CCC.[Na+].[C:17]([CH2:25][CH2:26][C:27]([O-:29])=[O:28])(=[O:24])[C:18]1[CH:23]=[CH:22][CH:21]=[CH:20][CH:19]=1>CCCCCC.O1CCCC1>[OH:4][C:3]1[CH2:5][C:17]([CH2:25][CH2:26][C:27]([OH:29])=[O:28])([C:18]2[CH:23]=[CH:22][CH:21]=[CH:20][CH:19]=2)[O:24][C:1](=[O:6])[CH:2]=1.[Na+:10].[C:17]([CH2:25][CH2:26][C:27]([O-:29])=[O:28])(=[O:24])[C:18]1[CH:23]=[CH:22][CH:21]=[CH:20][CH:19]=1 |f:1.2,4.5,9.10|. Procedure details: The title compound was prepared as described in General Method 1 using 25 mmol of methyl acetoacetate, 27.5 mmol of NaH 60% dispersion in oil, 26.25 mmol of 1.6M n-butyl lithium in hexane in 50 mL of tetrahydrofuran and 25 mmol of 3-benzoylpropionic acid sodium salt in 60 mL of tetrahydrofuran. 3-Benzoylpropionic acid sodium salt was prepared by reacting the acid (25 mmol) with hexane washed NaH (26.25 mmol) in tetrahydrofuran at 0° C. for 30 minutes. The crude product was flash chromatographed ... Starting materials: ClC1=C2C(=NC=C1[N+](=O)[O-])C=CS2 (7-Chloro-6-nitrothieno[3,2-b]pyridine), C1(CCCCC1)N (cyclohexanamine), C(C)(C)N(C(C)C)CC (N,N-diisopropylethylamine). Run in C(C)(C)O (isopropyl alcohol). Conditions: temperature 90 celsius. Product: C1(CCCCC1)NC1=C2C(=NC=C1[N+](=O)[O-])C=CS2 (N-Cyclohexyl-6-nitrothieno[3,2-b]pyridin-7-amine). Reaction SMILES: Cl[C:2]1[C:7]([N+:8]([O-:10])=[O:9])=[CH:6][N:5]=[C:4]2[CH:11]=[CH:12][S:13][C:3]=12.[CH:14]1([NH2:20])[CH2:19][CH2:18][CH2:17][CH2:16][CH2:15]1.C(N(CC)C(C)C)(C)C>C(O)(C)C>[CH:14]1([NH:20][C:2]2[C:7]([N+:8]([O-:10])=[O:9])=[CH:6][N:5]=[C:4]3[CH:11]=[CH:12][S:13][C:3]=23)[CH2:19][CH2:18][CH2:17][CH2:16][CH2:15]1. Procedure details: A mixture of 7-chloro-6-nitrothieno[3,2-b]pyridine (0.055 g, 0.26 mmol) (Example 1, Step 2), cyclohexanamine (59 μL, 0.51 mmol) and N,N-diisopropylethylamine (0.13 mL, 0.77 mmol) in isopropyl alcohol (0.87 mL) was heated at 90° C. for 2 h. The resulting mixture was concentrated to give the desired product, which was used directly in the next step. LCMS calculated for C13H16N3O2S (M+H)+: m/z=278.1. Found: 278.0.